Dataset: the Open Reaction Database (ORD), a public repository of structured organic reaction records. Task: describe an organic reaction: reactants, conditions, products, and yield Starting materials: C1CCOC1, COC(=O)c1cc(F)c(C)c(-n2ccnc(NC(C)(C)c3ccccc3OCCCl)c2=O)c1, Cl, [Li+], [OH-], O, O. Yields the product Cc1c(F)cc(C(=O)O)cc1-n1ccnc(NC(C)(C)c2ccccc2OCCCl)c1=O. Reaction SMILES: [CH2:39]1[O:40][CH2:41][CH2:42][CH2:43]1.[Cl:4][CH2:5][CH2:6][O:7][c:8]1[c:9]([C:14]([CH3:15])([CH3:16])[NH:17][c:18]2[c:19](=[O:36])[n:20](-[c:24]3[cH:25][c:26]([C:27](=[O:28])[O:29][CH3:30])[cH:31][c:32]([F:35])[c:33]3[CH3:34])[cH:21][cH:22][n:23]2)[cH:10][cH:11][cH:12][cH:13]1.[ClH:37].[Li+:3].[OH-:2].[OH2:1].[OH2:38]>>[Cl:4][CH2:5][CH2:6][O:7][c:8]1[c:9]([C:14]([CH3:15])([CH3:16])[NH:17][c:18]2[c:19](=[O:36])[n:20](-[c:24]3[cH:25][c:26]([C:27](=[O:28])[OH:29])[cH:31][c:32]([F:35])[c:33]3[CH3:34])[cH:21][cH:22][n:23]2)[cH:10][cH:11][cH:12][cH:13]1. The reactants are FC(C(=O)N1CCC2=C(C(C1)C)C=C(C(=C2)O)Br)(F)F (N-trifluoroacetyl-8-bromo-7-hydroxy-1-methyl-2,3,4,5-tetrahydro-1H-3-benzazepine), C(C)(C)Br (isopropyl bromide), C1CCC2=NCCCN2CC1 (DBU). Run in ClCCl (dichloromethane), CCOC(=O)C (EtOAc). Conditions: time 2 hour. Yields the product FC(C(=O)N1CCC2=C(C(C1)C)C=C(C(=C2)OC(C)C)Br)(F)F (N-Trifluoroacetyl-8-bromo-7-isopropoxy-1-methyl-2,3,4,5-tetrahydro-1H-3-benzazepine). The yield is 35.9%. As a reaction SMILES: [F:1][C:2]([F:20])([F:19])[C:3]([N:5]1[CH2:11][CH:10]([CH3:12])[C:9]2[CH:13]=[C:14]([Br:18])[C:15]([OH:17])=[CH:16][C:8]=2[CH2:7][CH2:6]1)=[O:4].[CH:21](Br)([CH3:23])[CH3:22].C1CCN2C(=NCCC2)CC1>ClCCl.CCOC(C)=O>[F:20][C:2]([F:19])([F:1])[C:3]([N:5]1[CH2:11][CH:10]([CH3:12])[C:9]2[CH:13]=[C:14]([Br:18])[C:15]([O:17][CH:21]([CH3:23])[CH3:22])=[CH:16][C:8]=2[CH2:7][CH2:6]1)=[O:4]. Reported procedure: A solution of N-trifluoroacetyl-8-bromo-7-hydroxy-1-methyl-2,3,4,5-tetrahydro-1H-3-benzazepine (0.035 g, 0.099 mmol) in dichloromethane (1 mL) was treated with isopropyl bromide (0.037 g, 0.297 mmol), DBU (0.048 g, 0.205 mmol) and stirred 2 hours at 20 C. The product mixture was diluted with EtOAc (10 mL), washed with 5% aqueous HCl (5 mL), brine (5 mL), dried with Na2SO4 and concentrated. Flash chromatography (15% EtOAc in hexane, silica) resulted in 0.014 g of a clear oil. MS calculated for C1...